From a dataset of the Open Reaction Database (ORD), a public repository of structured organic reaction records. describe an organic reaction: reactants, conditions, products, and yield Starting materials: O=Cc1ccc(-c2noc(-c3nnn(-c4ccccc4F)c3-c3ccncc3)n2)cc1, NC1CCCC1C(=O)O. The product is O=C(O)C1CCCC1NCc1ccc(-c2noc(-c3nnn(-c4ccccc4F)c3-c3ccncc3)n2)cc1. Reaction SMILES: [F:1][c:2]1[c:3](-[n:8]2[n:9][n:10][c:11](-[c:19]3[n:20][c:21](-[c:24]4[cH:25][cH:26][c:27]([CH:28]=[O:29])[cH:30][cH:31]4)[n:22][o:23]3)[c:12]2-[c:13]2[cH:14][cH:15][n:16][cH:17][cH:18]2)[cH:4][cH:5][cH:6][cH:7]1.[NH2:32][CH:33]1[CH:34]([C:38](=[O:39])[OH:40])[CH2:35][CH2:36][CH2:37]1>>[F:1][c:2]1[c:3](-[n:8]2[n:9][n:10][c:11](-[c:19]3[n:20][c:21](-[c:24]4[cH:25][cH:26][c:27]([CH2:28][NH:32][CH:33]5[CH:34]([C:38](=[O:39])[OH:40])[CH2:35][CH2:36][CH2:37]5)[cH:30][cH:31]4)[n:22][o:23]3)[c:12]2-[c:13]2[cH:14][cH:15][n:16][cH:17][cH:18]2)[cH:4][cH:5][cH:6][cH:7]1. Starting materials: ClC1=CC=C(C=C1)S(=O)(=O)NCCCCC(CCC(=O)OC)CCO (methyl 8-(p-chlorophenylsulfonamido)-4-(2-hydroxyethyl)octanoate), C1(=CC=CC=C1)P(C1=CC=CC=C1)C1=CC=CC=C1 (triphenylphosphine), N(=NC(=O)OCC)C(=O)OCC (diethyl azodicarboxylate), OC=1C=NC=CC1 (3-hydroxypyridine). Run in C(Cl)Cl (methylene chloride). Conditions: time 5 minute. The product is ClC1=CC=C(C=C1)S(=O)(=O)NCCCCC(CCC(=O)OC)CCOC=1C=NC=CC1 (methyl 8-(p-chlorophenylsulfonamido)-4-[2-(3-pyridyloxy)ethyl]octanoate). Reaction SMILES: [Cl:1][C:2]1[CH:7]=[CH:6][C:5]([S:8]([NH:11][CH2:12][CH2:13][CH2:14][CH2:15][CH:16]([CH2:23][CH2:24][OH:25])[CH2:17][CH2:18][C:19]([O:21][CH3:22])=[O:20])(=[O:10])=[O:9])=[CH:4][CH:3]=1.C1(P(C2C=CC=CC=2)C2C=CC=CC=2)C=CC=CC=1.O[C:46]1[CH:47]=[N:48][CH:49]=[CH:50][CH:51]=1.N(C(OCC)=O)=NC(OCC)=O>C(Cl)Cl>[Cl:1][C:2]1[CH:3]=[CH:4][C:5]([S:8]([NH:11][CH2:12][CH2:13][CH2:14][CH2:15][CH:16]([CH2:23][CH2:24][O:25][C:46]2[CH:47]=[N:48][CH:49]=[CH:50][CH:51]=2)[CH2:17][CH2:18][C:19]([O:21][CH3:22])=[O:20])(=[O:9])=[O:10])=[CH:6][CH:7]=1. Reported procedure: To a solution of 1.2 g of methyl 8-(p-chlorophenylsulfonamido)-4-(2-hydroxyethyl)octanoate in 12 mL methylene chloride is added 1.14 g triphenylphosphine followed by 0.336 g 3-hydroxypyridine. After stirring for 5 minutes, 0.55 mL diethyl azodicarboxylate is added slowly. After 1 hour, solvent is evaporated and the residue subjected to flash chromatography to obtain methyl 8-(p-chlorophenylsulfonamido)-4-[2-(3-pyridyloxy)ethyl]octanoate, m.p. 57-58°. The reactants are O=C1C=C(Br)C(=O)O1, CC(=O)[O-], CC(=O)O, NCc1ccccc1, [Na+]. Product: O=C1C=C(Br)C(=O)N1Cc1ccccc1. Reaction SMILES: [Br:9][C:10]1=[CH:14][C:13](=[O:15])[O:12][C:11]1=[O:16].[CH3:18][C:19](=[O:20])[O-:21].[CH3:22][C:23](=[O:24])[OH:25].[NH2:1][CH2:2][c:3]1[cH:4][cH:5][cH:6][cH:7][cH:8]1.[Na+:17]>>[N:1]1([CH2:2][c:3]2[cH:4][cH:5][cH:6][cH:7][cH:8]2)[C:11](=[O:12])[C:10]([Br:9])=[CH:14][C:13]1=[O:15]. Solvent: C(C)(=O)O (acetic acid). Reported procedure: Condensation of BocDPheOH (2.65 g.) and HLeuOBz hydrobromide salt (3.02 g.) by the mixed anhydride method using diphenylphosphinyl chloride gave BocDPhe-LeuOBz in 54% yield. Debenzylation of BocDPhe-LeuOBz (2.25 g.) by hydrogenation with palladium catalyst gave BocDPhe-LeuOH in 87% yield. Condensation of BocDPhe-LeuOH (1.50 g.) and HNleNH2 hydrochloride salt (0.667 g.) using dicyclohexylcarbodiimide and N-hydroxysuccinimide gave BocDPhe-Leu-NleNH2 in 60% yield. De-t-butoxycarbonylation of BocDPh... Isolated yield 79.0%. Reaction SMILES: [NH:1](C(OC(C)(C)C)=O)[C@@H:2]([C:10]([NH:12][C@H:13]([C:18]([NH:20][C@H:21]([C:26]([NH2:28])=[O:27])[CH2:22][CH2:23][CH2:24][CH3:25])=[O:19])[CH2:14][CH:15]([CH3:17])[CH3:16])=[O:11])[CH2:3][C:4]1[CH:9]=[CH:8][CH:7]=[CH:6][CH:5]=1.[ClH:36]>C(O)(=O)C>[NH2:1][C@@H:2]([C:10]([NH:12][C@H:13]([C:18]([NH:20][C@H:21]([C:26]([NH2:28])=[O:27])[CH2:22][CH2:23][CH2:24][CH3:25])=[O:19])[CH2:14][CH:15]([CH3:17])[CH3:16])=[O:11])[CH2:3][C:4]1[CH:5]=[CH:6][CH:7]=[CH:8][CH:9]=1.[ClH:36] |f:3.4|. Yields the product N[C@H](CC1=CC=CC=C1)C(=O)N[C@@H](CC(C)C)C(=O)N[C@@H](CCCC)C(=O)N.Cl (HDPhe-Leu-NleNH2 hydrochloride). Reactants: N([C@H](CC1=CC=CC=C1)C(=O)N[C@@H](CC(C)C)C(=O)N[C@@H](CCCC)C(=O)N)C(=O)OC(C)(C)C (BocDPhe-Leu-NleNH2), Cl (hydrogen chloride). Reactants: CS(C)=O, O, CC(=O)C=P(c1ccccc1)(c1ccccc1)c1ccccc1, O=Cc1ccc2ncccc2c1. Yields the product CC(=O)C=Cc1ccc2ncccc2c1. As a reaction SMILES: [CH3:37][S:38](=[O:39])[CH3:40].[OH2:36].[c:13]1([P:14]([c:15]2[cH:16][cH:17][cH:18][cH:19][cH:24]2)(=[CH:20][C:21]([CH3:22])=[O:23])[c:25]2[cH:26][cH:27][cH:28][cH:29][cH:30]2)[cH:31][cH:32][cH:33][cH:34][cH:35]1.[n:1]1[cH:2][cH:3][cH:4][c:5]2[cH:6][c:7]([CH:11]=[O:12])[cH:8][cH:9][c:10]12>>[n:1]1[cH:2][cH:3][cH:4][c:5]2[cH:6][c:7]([CH:11]=[CH:20][C:21]([CH3:22])=[O:23])[cH:8][cH:9][c:10]12. Reactants: CC1=NC2=C(N1C1=CC=C(OC(C(=O)OC)COC)C=C1)C=CC(=C2)C(F)(F)F (Methyl 2-(4-(2-methyl-5-(trifluoromethyl)benzimidazol-1-yl)phenoxy)-3-methoxypropionate), [OH-].[Na+] (sodium hydroxide). Run in CO (methanol). Product: CC1=NC2=C(N1C1=CC=C(OC(C(=O)O)COC)C=C1)C=CC(=C2)C(F)(F)F (2-(4-(2-methyl-5-(trifluoromethyl)benzimidazol-1-yl)phenoxy)-3-methoxypropionic acid). RXN SMILES: [CH3:1][C:2]1[N:6]([C:7]2[CH:21]=[CH:20][C:10]([O:11][CH:12]([CH2:17][O:18][CH3:19])[C:13]([O:15]C)=[O:14])=[CH:9][CH:8]=2)[C:5]2[CH:22]=[CH:23][C:24]([C:26]([F:29])([F:28])[F:27])=[CH:25][C:4]=2[N:3]=1.[OH-].[Na+]>CO>[CH3:1][C:2]1[N:6]([C:7]2[CH:8]=[CH:9][C:10]([O:11][CH:12]([CH2:17][O:18][CH3:19])[C:13]([OH:15])=[O:14])=[CH:20][CH:21]=2)[C:5]2[CH:22]=[CH:23][C:24]([C:26]([F:29])([F:27])[F:28])=[CH:25][C:4]=2[N:3]=1 |f:1.2|. Procedure: A solution of 4.5 g of 10 and 0.5 g of sodium hydroxide in 50 ml of aqueous methanol was refluxed for 2 hours. The resulting mixture was concentrated to dryness, the residue was acidified with dilute hydrochloric acid and extracted with ether. The extract was dried and concentrated. The residue was crystallized from ether-hexane to give 11, as a light tan crystalline solid, m.p.: 111°-112° C. Reactants: C(CN(CC(=O)O)CC(=O)O)N(CC(=O)O)CC(=O)O (ethylenediamine tetraacetic acid), O=C1C(O)=C(O)[C@H](O1)[C@@H](O)CO (ascorbic acid), COC1=C(C=CC(=C1)S(=O)C)C=1NC=2C(=NC=CC2)N1 (2-(2-methoxy-4-methylsulfinyl-phenyl)-1H-imidazo[4,5-b]pyridine). The reagents and catalysts are S(=O)(=O)([O-])[O-].[Fe+2] (iron(II) sulfate). The solvent is P(=O)([O-])([O-])[O-] (phosphate), P(=O)([O-])([O-])[O-] (phosphate), OO (hydrogen peroxide). Yields the product COC1=C(C=CC(=C1)S(=O)C)C=1NC=2C(=NC=C(C2)O)N1 (2-(2-Methoxy-4-methylsulfinyl-phenyl)-6-hydroxy-1H-imidazo[4,5-b]pyridine). RXN SMILES: [CH3:1][O:2][C:3]1[CH:8]=[C:7]([S:9]([CH3:11])=[O:10])[CH:6]=[CH:5][C:4]=1[C:12]1[NH:13][C:14]2[C:15]([N:20]=1)=[N:16][CH:17]=[CH:18][CH:19]=2.C(N(CC(O)=O)CC(O)=O)CN(CC(O)=O)CC(O)=[O:26].O=C1O[C@H]([C@H](CO)O)C(O)=C1O>P([O-])([O-])([O-])=O.OO.S([O-])([O-])(=O)=O.[Fe+2]>[CH3:1][O:2][C:3]1[CH:8]=[C:7]([S:9]([CH3:11])=[O:10])[CH:6]=[CH:5][C:4]=1[C:12]1[NH:13][C:14]2[C:15]([N:20]=1)=[N:16][CH:17]=[C:18]([OH:26])[CH:19]=2 |f:5.6|. Procedure details: 7.2 gm of 2-(2-methoxy-4-methylsulfinyl-phenyl)-1H-imidazo[4,5-b]pyridine were dissolved in a mixture of a phosphate buffer of pH 7.2 and 120 ml of 3% hydrogen peroxide, and a solution of 9.3 gm of ethylenediamine tetraacetic acid, 4.4 gm of ascorbic acid, 3.8 gm of iron(II) sulfate in a phosphate buffer of pH 7.2 was added. After 30 minutes the reaction mixture was evaporated in vacuo, and the residue was purified by chromatography on a polystyrene resin column (XAD-2 of Rohm & Haas) with water... The reactants are C(C1=CC=CC=C1)N1C2C(OCC1)CN(C2)CCCCl (4-benzyl-6-(3-chloropropyl)octahydropyrrolo[3,4-b][1,4]oxazine), C(=O)([O-])[O-].[K+].[K+] (K2CO3), ClC=1C=C(C=CC1F)NC1=NC=NC2=CC(=C(C=C12)O)OC (4-((3-chloro-4-fluorophenyl)amino)-7-methoxyquinazolin-6-ol). The reagents and catalysts are [I-].C(CCC)[N+](CCCC)(CCCC)CCCC (tetrabutylammonium iodide). Run in CN(C)C=O (DMF), C(Cl)Cl (CH2Cl2). Reaction conditions: temperature 90 celsius. Yields the product C(C1=CC=CC=C1)N1C2C(OCC1)CN(C2)CCCOC=2C=C1C(=NC=NC1=CC2OC)NC2=CC(=C(C=C2)F)Cl (6-(3-(4-benzylhexahydropyrrolo[3,4-b][1,4]oxazin-6(2H)-yl) propoxy)-N-(3-chloro-4-fluorophenyl)-7-methoxyquinazolin-4-amine). Yield: 79.9%. Reaction SMILES: [CH2:1]([N:8]1[CH2:13][CH2:12][O:11][CH:10]2[CH2:14][N:15]([CH2:17][CH2:18][CH2:19]Cl)[CH2:16][CH:9]12)[C:2]1[CH:7]=[CH:6][CH:5]=[CH:4][CH:3]=1.C([O-])([O-])=O.[K+].[K+].[Cl:27][C:28]1[CH:29]=[C:30]([NH:35][C:36]2[C:45]3[C:40](=[CH:41][C:42]([O:47][CH3:48])=[C:43]([OH:46])[CH:44]=3)[N:39]=[CH:38][N:37]=2)[CH:31]=[CH:32][C:33]=1[F:34]>CN(C=O)C.[I-].C([N+](CCCC)(CCCC)CCCC)CCC.C(Cl)Cl>[CH2:1]([N:8]1[CH2:13][CH2:12][O:11][CH:10]2[CH2:14][N:15]([CH2:17][CH2:18][CH2:19][O:46][C:43]3[CH:44]=[C:45]4[C:40](=[CH:41][C:42]=3[O:47][CH3:48])[N:39]=[CH:38][N:37]=[C:36]4[NH:35][C:30]3[CH:31]=[CH:32][C:33]([F:34])=[C:28]([Cl:27])[CH:29]=3)[CH2:16][CH:9]12)[C:2]1[CH:3]=[CH:4][CH:5]=[CH:6][CH:7]=1 |f:1.2.3,6.7|. Reported procedure: To a solution of 4-benzyl-6-(3-chloropropyl)octahydropyrrolo[3,4-b][1,4]oxazine (0.30 g) in DMF (5 mL) was added K2CO3 (0.59 g), 4-((3-chloro-4-fluorophenyl)amino)-7-methoxyquinazolin-6-ol (0.27 g) and tetrabutylammonium iodide (20 mg). The reaction mixture was heated at 90° C. for 18 h, cooled to room temperature. The mixture was diluted with CH2Cl2 (100 mL), washed with water (100 mL×3) and brine (100 mL), and dried over anhydrous Na2SO4. The mixture was filtered and the filtrate was concentra...